The task is: describe an organic reaction: reactants, conditions, products, and yield. This data is from the Open Reaction Database (ORD), a public repository of structured organic reaction records. The reactants are C1CCOC1, CCOC(C)=O, CCN, O=S(=O)(O)Cl, O=C(O)c1ccc(F)cc1F. Product: CCNS(=O)(=O)c1cc(C(=O)O)c(F)cc1F. Reaction SMILES: [CH2:26]1[O:27][CH2:28][CH2:29][CH2:30]1.[CH3:17][CH2:18][O:19][C:20](=[O:21])[CH3:22].[CH3:23][CH2:24][NH2:25].[Cl:12][S:13](=[O:14])(=[O:15])[OH:16].[F:1][c:2]1[c:3]([C:4](=[O:5])[OH:6])[cH:7][cH:8][c:9]([F:11])[cH:10]1>>[F:1][c:2]1[c:3]([C:4](=[O:5])[OH:6])[cH:7][c:8]([S:13](=[O:14])(=[O:16])[NH:25][CH2:24][CH3:23])[c:9]([F:11])[cH:10]1. The reactants are Brc1cnc2ccccc2c1, C=CCC1CCN(C(=O)OC(C)(C)C)CC1, C1CCOC1, C[O-], B1C2CCCC1CCC2, [Na+]. Product: CC(C)(C)OC(=O)N1CCC(CCCc2cnc3ccccc3c2)CC1. RXN SMILES: [Br:29][c:30]1[cH:31][n:32][c:33]2[cH:34][cH:35][cH:36][cH:37][c:38]2[cH:39]1.[CH2:1]([CH:2]=[CH2:3])[CH:4]1[CH2:5][CH2:6][N:7]([C:10](=[O:11])[O:12][C:13]([CH3:14])([CH3:15])[CH3:16])[CH2:8][CH2:9]1.[CH2:40]1[O:41][CH2:42][CH2:43][CH2:44]1.[CH3:26][O-:27].[CH:17]12[CH2:18][CH2:19][CH2:20][CH:21]([BH:22]1)[CH2:23][CH2:24][CH2:25]2.[Na+:28]>>[CH2:1]([CH2:2][CH2:3][c:30]1[cH:31][n:32][c:33]2[cH:34][cH:35][cH:36][cH:37][c:38]2[cH:39]1)[CH:4]1[CH2:5][CH2:6][N:7]([C:10](=[O:11])[O:12][C:13]([CH3:14])([CH3:15])[CH3:16])[CH2:8][CH2:9]1. Starting materials: CC(=O)OC(C)=O, CCOCC, [Cl-], COC(=O)C(F)(Cl)Cl, C1CCOC1, [Zn], O=CC=CCCCCCCCOc1ccc2ccccc2n1. The product is COC(=O)C(F)=CC=CCCCCCCCOc1ccc2ccccc2n1. As a reaction SMILES: [CH3:24][C:25]([O:26][C:27](=[O:28])[CH3:29])=[O:30].[CH3:44][CH2:45][O:46][CH2:47][CH3:48].[Cl-:1].[F:31][C:32]([C:33](=[O:34])[O:35][CH3:36])([Cl:37])[Cl:38].[O:39]1[CH2:40][CH2:41][CH2:42][CH2:43]1.[Zn:49].[n:2]1[c:3]([O:12][CH2:13][CH2:14][CH2:15][CH2:16][CH2:17][CH2:18][CH2:19][CH:20]=[CH:21][CH:22]=[O:23])[cH:4][cH:5][c:6]2[cH:7][cH:8][cH:9][cH:10][c:11]12>>[n:2]1[c:3]([O:12][CH2:13][CH2:14][CH2:15][CH2:16][CH2:17][CH2:18][CH2:19][CH:20]=[CH:21][CH:22]=[C:32]([F:31])[C:33](=[O:34])[O:35][CH3:36])[cH:4][cH:5][c:6]2[cH:7][cH:8][cH:9][cH:10][c:11]12.